Dataset: the Open Reaction Database (ORD), a public repository of structured organic reaction records. Task: describe an organic reaction: reactants, conditions, products, and yield Starting materials: ICCCCCC (1-iodohexane), FC(C(=O)OC(C(F)(F)F)=O)(F)F (trifluoroacetic anhydride), CC=1C(=NSN1)C(C1=CC=CC=C1)=NOCC1=CC=CC(=N1)NC(OC(C)(C)C)=O (tert-butyl {6-[({[(4-methyl-1,2,5-thiadiazol-3-yl)(phenyl)methylene]-amino}oxy)methyl]pyridin-2-yl}carbamate), [H-].[Na+] (sodium hydride), C(=O)(O)[O-].[Na+] (NaHCO3). The solvent is CN(C)C=O (DMF). Run at time 15 minute. Product: C(CCCCC)NC1=NC(=CC=C1)CON=C(C1=CC=CC=C1)C1=NSN=C1C (N-hexyl-6-[({[(4-methyl-1,2,5-thiadiazol-3-yl)(phenyl)methylene]amino}-oxy)methyl]pyridin-2-amine), P(HCOOH). Isolated yield 75.0%. Reaction SMILES: [CH3:1][C:2]1[C:3]([C:7](=[N:14][O:15][CH2:16][C:17]2[N:22]=[C:21]([NH:23][C:24](=O)OC(C)(C)C)[CH:20]=[CH:19][CH:18]=2)[C:8]2[CH:13]=[CH:12][CH:11]=[CH:10][CH:9]=2)=[N:4][S:5][N:6]=1.[H-].[Na+].I[CH2:34][CH2:35][CH2:36][CH2:37][CH2:38]C.FC(F)(F)C(OC(=O)C(F)(F)F)=O.C([O-])(O)=O.[Na+]>CN(C=O)C>[CH2:24]([NH:23][C:21]1[CH:20]=[CH:19][CH:18]=[C:17]([CH2:16][O:15][N:14]=[C:7]([C:3]2[C:2]([CH3:1])=[N:6][S:5][N:4]=2)[C:8]2[CH:9]=[CH:10][CH:11]=[CH:12][CH:13]=2)[N:22]=1)[CH2:34][CH2:35][CH2:36][CH2:37][CH3:38] |f:1.2,5.6|. Procedure details: To a stirred solution of tert-butyl {6-[({[(4-methyl-1,2,5-thiadiazol-3-yl)(phenyl)methylene]-amino}oxy)methyl]pyridin-2-yl}carbamate (104 mg, 0.24 mmol) in dry DMF (5 mL) was added sodium hydride (60 wt.-% in mineral oil, 11 mg, 0.27 mmol). After stirring at room temperature for 15 min, 1-iodohexane (62 mg, 0.29 mmol) was added, and the mixture stirred at room temperature for 16 h. After dropwise addition of trifluoroacetic anhydride (1 mL, 13 mmol), the mixture was stirred at 50° C. for 8 h. T... The reactants are C(C)(=O)OCC (ethyl acetate), ( 94.1 ), CC1(CC(CC(N1[O])(C)C)O)C (tempol), C1(CC1)C(=O)O (cyclopropanecarboxylic acid), C1CCC(CC1)N=C=NC2CCCCC2 (DCC). The reagents and catalysts are CN(C)C=1C=CN=CC1 (DMAP). The solvent is CCCCCC (hexane), CCCCCC (hexane), ClCCl (dichloromethane). Conditions: time 8 hour. Product: ON1C(CC(CC1(C)C)OC(=O)C1CC1)(C)C (1-oxyl-4-cyclopropanecarbonyloxy-2,2,6,6-tetramethylpiperidine). Reaction SMILES: [CH3:1][C:2]1([CH3:12])[N:7]([O])[C:6]([CH3:10])([CH3:9])[CH2:5][CH:4]([OH:11])[CH2:3]1.[CH:13]1([C:16](O)=[O:17])[CH2:15][CH2:14]1.C1CCC(N=C=NC2CCCCC2)CC1.C(OCC)(=[O:36])C>CN(C1C=CN=CC=1)C.ClCCl.CCCCCC>[OH:36][N:7]1[C:2]([CH3:12])([CH3:1])[CH2:3][CH:4]([O:11][C:16]([CH:13]2[CH2:15][CH2:14]2)=[O:17])[CH2:5][C:6]1([CH3:10])[CH3:9] |^1:4|. Procedure details: To a stirred solution of tempol (1.72 g, 0.01 mmole), cyclopropanecarboxylic acid (0.946 g, 0.011 mmole), and DMAP (0.12, 0.001 mmole) in dichloromethane (25 ml) was added DCC (2.27 g, 0.11 mmole) and the mixture was stirred overnight at room temperature. The mixture was filtered over celite and the solution was evaporated under reduced pressure. The product was isolated by silica gel column chromatography using first hexane and then 10% ethyl acetate in hexane. Yield: 2.26 g (94.1). IR and NMR ... Starting materials: COC=1C=C2C=C(NC2=CC1)C(F)(F)F (5-methoxy-2-(trifluoromethyl)indole), ClS(=O)(=O)N=C=O (chlorosulfonyl isocyanate), O (water), CN(C=O)C (dimethylformamide). The solvent is C(C)#N (acetonitrile). Run at time 2.5 hour. The product is C(#N)C1=C(NC2=CC=C(C=C12)OC)C(F)(F)F (3-Cyano-5-methoxy-2-(trifluoromethyl)indole). Yield: 25.0%. As a reaction SMILES: [CH3:1][O:2][C:3]1[CH:4]=[C:5]2[C:9](=[CH:10][CH:11]=1)[NH:8][C:7]([C:12]([F:15])([F:14])[F:13])=[CH:6]2.ClS([N:20]=[C:21]=O)(=O)=O.CN(C)C=O.O>C(#N)C>[C:21]([C:6]1[C:5]2[C:9](=[CH:10][CH:11]=[C:3]([O:2][CH3:1])[CH:4]=2)[NH:8][C:7]=1[C:12]([F:15])([F:13])[F:14])#[N:20]. Procedure: A solution of 5-methoxy-2-(trifluoromethyl)indole (3.0 g, 13.0 mmole) in acetonitrile is treated dropwise with chlorosulfonyl isocyanate (2.02 g, 14.3 mmole) at 0° C., stirred at ambient temperatures for 2.5 hours, treated with dimethylformamide (DMF) (2.1 g, 28.6 mmole), stirred at ambient temperatures for 0.75 hour and poured into water. The resultant mixture is extracted with diethyl ether. The combined extracts are washed sequentially with water and brine, dried over MgSO4 and concentrate in... Reactants: C(CCO)O (1,3-propanediol), ClC1=NC=C(C=C1)C(F)(F)F (2-chloro-5-trifluoromethylpyridine), oily mixture, [H-].[Na+] (sodium hydride), Cl (hydrochloric acid). Run in CN(C=O)C (N,N-dimethylformamide), CN(C)C=O (DMF), CCCCCC (hexane). Reaction conditions: time 1 hour. Product: OCCCOC1=NC=C(C=C1)C(F)(F)F (2-(3-hydroxypropyloxy)-5-trifluoromethylpyridine), crystals. The yield is 44.0%. Reaction SMILES: [CH2:1]([OH:5])[CH2:2][CH2:3][OH:4].[H-].[Na+].Cl[C:9]1[CH:14]=[CH:13][C:12]([C:15]([F:18])([F:17])[F:16])=[CH:11][N:10]=1.Cl>CCCCCC.CN(C=O)C>[OH:4][CH2:3][CH2:2][CH2:1][O:5][C:9]1[CH:14]=[CH:13][C:12]([C:15]([F:18])([F:17])[F:16])=[CH:11][N:10]=1 |f:1.2|. Procedure details: A mixture of 12.6 g of 1,3-propanediol and 100 ml of N,N-dimethylformamide was stirred under a nitrogen stream, to which 3.30 g of an oily mixture containing 60% sodium hydride was added in small portions at room temperature over 30 minutes. After further stirring continued at room temperature for 1 hour, 20 ml of a DMF solution of 10.0 g of 2-chloro-5-trifluoromethylpyridine was added dropwise over 40 minutes. After further stirring continued under a nitrogen stream at room temperature overnigh...